This data is from the Open Reaction Database (ORD), a public repository of structured organic reaction records. The task is: describe an organic reaction: reactants, conditions, products, and yield Reactants: COC1=CC=C(C=C1)C(CC(=O)OCC)=O (ethyl 3-(4-methoxyphenyl)-3-oxopropionate), FC(C1=CC=C(CBr)C=C1)(F)F (4-trifluoromethylbenzyl bromide), C([O-])([O-])=O.[K+].[K+] (potassium carbonate). The solvent is C(C)#N (acetonitrile). Reaction conditions: temperature 60 celsius, time 2 hour. Product: COC1=CC=C(C=C1)C(C(C(=O)OCC)CC1=CC=C(C=C1)C(F)(F)F)=O (ethyl 3-(4-methoxyphenyl)-3-oxo-2-((4-(trifluoromethyl)phenyl)methyl)propionate). Isolated yield 59.7%. RXN SMILES: [CH3:1][O:2][C:3]1[CH:8]=[CH:7][C:6]([C:9](=[O:16])[CH2:10][C:11]([O:13][CH2:14][CH3:15])=[O:12])=[CH:5][CH:4]=1.[F:17][C:18]([F:28])([F:27])[C:19]1[CH:26]=[CH:25][C:22]([CH2:23]Br)=[CH:21][CH:20]=1.C(=O)([O-])[O-].[K+].[K+]>C(#N)C>[CH3:1][O:2][C:3]1[CH:4]=[CH:5][C:6]([C:9](=[O:16])[CH:10]([CH2:23][C:22]2[CH:21]=[CH:20][C:19]([C:18]([F:17])([F:27])[F:28])=[CH:26][CH:25]=2)[C:11]([O:13][CH2:14][CH3:15])=[O:12])=[CH:7][CH:8]=1 |f:2.3.4|. Procedure details: To a solution of ethyl 3-(4-methoxyphenyl)-3-oxopropionate (20 g, 84.6 mmol) in acetonitrile (200 ml) were added 4-trifluoromethylbenzyl bromide (20.2 g, 84.6 mmol) and potassium carbonate (23.4 g, 169 mmol) and the mixture was stirred at 60° C. for 2 hrs. The reaction solution was evaporated under reduced pressure, diluted with water (500 ml) and extracted with ethyl acetate (500 ml×2). The extract was washed with water and saturated brine, dried over anhydrous magnesium sulfate and evaporated ... Starting materials: CC(C)(C)N(C([O-])=O)[C@@H](C)C1(CN(C1)C(=O)C1=NN(C(C=C1NC1=C(C=C(C=C1)I)F)=O)C)O (1,1-Dimethylethyl{(1S)-1-[1-({4-[(2-fluoro-4-iodophenyl)amino]-1-methyl-6-oxo-1,6-dihydropyridazin-3-yl}carbonyl)-3-hydroxyazetidin-3-yl]ethyl}carbamate), Cl (hydrochloric acid), CO (methanol). Run at temperature 60 celsius, time 2 hour. The product is C(C)(=O)O.N[C@@H](C)C1(CN(C1)C(=O)C=1C(=CC(N(N1)C)=O)NC1=C(C=C(C=C1)I)F)O (6-({3-[(1S)-1-aminoethyl]-3-hydroxyazetidin-1-yl}carbonyl)-5-[(2-fluoro-4-iodophenyl)amino]-2-methylpyridazin-3(2H)-one acetate). Isolated yield 87.0%. Reaction SMILES: CC([N:5]([C@H:9]([C:11]1([OH:34])[CH2:14][N:13]([C:15]([C:17]2[C:22]([NH:23][C:24]3[CH:29]=[CH:28][C:27]([I:30])=[CH:26][C:25]=3[F:31])=[CH:21][C:20](=[O:32])[N:19]([CH3:33])[N:18]=2)=[O:16])[CH2:12]1)[CH3:10])C(=O)[O-])(C)C.Cl.C[OH:37]>>[C:20]([OH:32])(=[O:37])[CH3:21].[NH2:5][C@H:9]([C:11]1([OH:34])[CH2:14][N:13]([C:15]([C:17]2[C:22]([NH:23][C:24]3[CH:29]=[CH:28][C:27]([I:30])=[CH:26][C:25]=3[F:31])=[CH:21][C:20](=[O:32])[N:19]([CH3:33])[N:18]=2)=[O:16])[CH2:12]1)[CH3:10] |f:3.4|. Procedure: 1,1-Dimethylethyl{(1S)-1-[1-({4-[(2-fluoro-4-iodophenyl)amino]-1-methyl-6-oxo-1,6-dihydropyridazin-3-yl}carbonyl)-3-hydroxyazetidin-3-yl]ethyl}carbamate (55 mg, 0.09 mmol), prepared using procedures similar to those described in Example 36, was taken up in methanol (2 mL) and hydrochloric acid (4N in dioxane, 1 mL, 4 mmol) was added and the reaction was stirred at 60° C. for 2 hours. The reaction mixture was concentrated in vacuo and was purified by reverse-phase HPLC followed by lyophilization ... The reactants are CCOC(=O)C=C1CCn2c1cc1c(C)c(OC)ccc12, CCOC(C)=O, CCO. Yields the product CCOC(=O)CC1CCn2c1cc1c(C)c(OC)ccc12. Reaction SMILES: [CH3:1][O:2][c:3]1[c:4]([CH3:21])[c:5]2[cH:6][c:7]3[n:8]([c:9]2[cH:10][cH:11]1)[CH2:12][CH2:13][C:14]3=[CH:15][C:16](=[O:17])[O:18][CH2:19][CH3:20].[CH3:22][CH2:23][O:24][C:25]([CH3:26])=[O:27].[CH3:28][CH2:29][OH:30]>>[CH3:1][O:2][c:3]1[c:4]([CH3:21])[c:5]2[cH:6][c:7]3[n:8]([c:9]2[cH:10][cH:11]1)[CH2:12][CH2:13][CH:14]3[CH2:15][C:16](=[O:17])[O:18][CH2:19][CH3:20]. The reactants are CC(=O)O[BH-](OC(C)=O)OC(C)=O, Clc1cccc(-c2noc(C3COCCN3)n2)c1, [Na+], O=Cc1nccs1. The product is Clc1cccc(-c2noc(C3COCCN3Cc3nccs3)n2)c1. Reaction SMILES: [C:26]([O:27][BH-:28]([O:29][C:30](=[O:31])[CH3:32])[O:33][C:34](=[O:35])[CH3:36])(=[O:37])[CH3:38].[Cl:1][c:2]1[cH:3][c:4](-[c:8]2[n:9][o:10][c:11]([CH:13]3[CH2:14][O:15][CH2:16][CH2:17][NH:18]3)[n:12]2)[cH:5][cH:6][cH:7]1.[Na+:39].[s:19]1[c:20]([CH:24]=[O:25])[n:21][cH:22][cH:23]1>>[Cl:1][c:2]1[cH:3][c:4](-[c:8]2[n:9][o:10][c:11]([CH:13]3[CH2:14][O:15][CH2:16][CH2:17][N:18]3[CH2:24][c:20]3[s:19][cH:23][cH:22][n:21]3)[n:12]2)[cH:5][cH:6][cH:7]1. Starting materials: COC=1C=CC2=C(C(=C(O2)C(CCCCCC)NC2=CC=C(C=C2)C(=O)NCCC(=O)OCC)C)C1 (ethyl 3-{[(4-{[1-(5-methoxy-3-methyl-1-benzofuran-2-yl)heptyl]amino}phenyl)carbonyl]amino}propanoate), O1CCCC1 (tetrahydrofuran), [OH-].[Na+] (sodium hydroxide). Run in C(C)O (ethanol). Conditions: time 3 hour. Yields the product COC=1C=CC2=C(C(=C(O2)C(CCCCCC)NC2=CC=C(C=C2)C(=O)NCCC(=O)O)C)C1 (3-{[(4-{[1-(5-methoxy-3-methyl-1-benzofuran-2-yl)heptyl]amino}phenyl)carbonyl]amino}propanoic acid). Yield: 70.6%. Reaction SMILES: [CH3:1][O:2][C:3]1[CH:4]=[CH:5][C:6]2[O:10][C:9]([CH:11]([NH:18][C:19]3[CH:24]=[CH:23][C:22]([C:25]([NH:27][CH2:28][CH2:29][C:30]([O:32]CC)=[O:31])=[O:26])=[CH:21][CH:20]=3)[CH2:12][CH2:13][CH2:14][CH2:15][CH2:16][CH3:17])=[C:8]([CH3:35])[C:7]=2[CH:36]=1.O1CCCC1.[OH-].[Na+]>C(O)C>[CH3:1][O:2][C:3]1[CH:4]=[CH:5][C:6]2[O:10][C:9]([CH:11]([NH:18][C:19]3[CH:20]=[CH:21][C:22]([C:25]([NH:27][CH2:28][CH2:29][C:30]([OH:32])=[O:31])=[O:26])=[CH:23][CH:24]=3)[CH2:12][CH2:13][CH2:14][CH2:15][CH2:16][CH3:17])=[C:8]([CH3:35])[C:7]=2[CH:36]=1 |f:2.3|. Procedure details: To a mixture of ethyl 3-{[(4-{[1-(5-methoxy-3-methyl-1-benzofuran-2-yl)heptyl]amino}phenyl)carbonyl]amino}propanoate (320 mg) synthesized above, tetrahydrofuran (5 mL) and ethanol (5 mL) was added 1N aqueous sodium hydroxide solution (2.00 mL), and the mixture was stirred at room temperature for 3 hr, and concentrated under reduced pressure. The residue was dissolved in water (10 mL), and 1N hydrochloric acid (2.00 mL) was added at 0° C. The resulting precipitate was collected by filtration to g...